describe an organic reaction: reactants, conditions, products, and yield From a dataset of the Open Reaction Database (ORD), a public repository of structured organic reaction records. Starting materials: COc1ccc(CN2C(=O)C(NC(=O)Cc3ccccc3)C2CI)c(OC)c1, CN(C)C=O, [N-]=[N+]=[N-], [Na+]. RXN SMILES: [CH3:1][O:2][c:3]1[c:4]([CH2:5][N:6]2[C:7](=[O:22])[CH:8]([NH:12][C:13]([CH2:14][c:15]3[cH:16][cH:17][cH:18][cH:19][cH:20]3)=[O:21])[CH:9]2[CH2:10][I:11])[cH:23][cH:24][c:25]([O:27][CH3:28])[cH:26]1.[CH3:33][N:34]([CH3:35])[CH:36]=[O:37].[N-:30]=[N+:31]=[N-:32].[Na+:29]>>[CH3:1][O:2][c:3]1[c:4]([CH2:5][N:6]2[C:7](=[O:22])[CH:8]([NH:12][C:13]([CH2:14][c:15]3[cH:16][cH:17][cH:18][cH:19][cH:20]3)=[O:21])[CH:9]2[CH2:10][N:30]=[N+:31]=[N-:32])[cH:23][cH:24][c:25]([O:27][CH3:28])[cH:26]1. Yields the product COc1ccc(CN2C(=O)C(NC(=O)Cc3ccccc3)C2CN=[N+]=[N-])c(OC)c1. Reactants: C(C1=CC(OC)=C(OC)C=C1)O (veratryl alcohol), C[Si](C)(C)Cl (trimethylsilyl chloride), C(C1=CC=CC=C1)=NC=1N=CNC1C(=O)N (4-benzylideneamino-5-imidazole carboxamide), 5.52, C([O-])([O-])=O.[K+].[K+] (potassium carbonate). Solvent: CS(=O)C (dimethyl sulfoxide), C(C)(=O)OCC (ethyl acetate). Yields the product NC=1N=CN(C1C(=O)N)CC1=CC(=C(C=C1)OC)OC (4-amino-1-(3,4-dimethoxybenzyl)-5-imidazolecarboxamide). Isolated yield 62.6%. Reaction SMILES: [CH2:1](O)[C:2]1[CH:11]=[CH:10][C:7]([O:8][CH3:9])=[C:4]([O:5][CH3:6])[CH:3]=1.C[Si](Cl)(C)C.C(=[N:25][C:26]1[N:27]=[CH:28][NH:29][C:30]=1[C:31]([NH2:33])=[O:32])C1C=CC=CC=1.C(=O)([O-])[O-].[K+].[K+]>C(OCC)(=O)C.CS(C)=O>[NH2:25][C:26]1[N:27]=[CH:28][N:29]([CH2:1][C:2]2[CH:11]=[CH:10][C:7]([O:8][CH3:9])=[C:4]([O:5][CH3:6])[CH:3]=2)[C:30]=1[C:31]([NH2:33])=[O:32] |f:3.4.5|. Procedure: A dimethyl sulfoxide solution of 4.29 ml (30 mmol) veratryl alcohol (3,4-dimethoxybenzyl alcohol) was treated in 22.86 ml (180 mmol) trimethylsilyl chloride at room temperature for 1 hour. The resulting product was dissolved in ethyl acetate, washed with distilled water and saturated brine, and dried over anhydrous magnesium sulfate. After concentration under vacuum, the resulting residue was reacted with 2.14 g (10 mmol) of 4-benzylideneamino-5-imidazole carboxamide and 5.52 (40 mmol) of potass... Reactants: BrCC=1C=C(CO)C=CC1 (3-Bromomethylbenzyl alcohol). Reagents/catalysts: [O-2].[Mn+4].[O-2] (manganese (IV) oxide). Solvent: CC(=O)C (acetone). The product is BrCC=1C=C(C=O)C=CC1 (3-bromomethylbenzaldehyde). The yield is 55.0%. Reaction SMILES: [Br:1][CH2:2][C:3]1[CH:4]=[C:5]([CH:8]=[CH:9][CH:10]=1)[CH2:6][OH:7]>CC(C)=O.[O-2].[Mn+4].[O-2]>[Br:1][CH2:2][C:3]1[CH:4]=[C:5]([CH:8]=[CH:9][CH:10]=1)[CH:6]=[O:7] |f:2.3.4|. Procedure details: 3-Bromomethylbenzyl alcohol (1.015 g, 5 mmol) and activated manganese (IV) oxide (10 g) in acetone (30 ml) were stirred at 20° C. for 22 h. The reaction mixture was filtered and the filtrate evaporated in vacuo to yield 3-bromomethylbenzaldehyde as a pale yellow liquid (547 mg, 55%). Starting materials: BrCc1ccccc1CBr, CCOP([O-])OCC, CCOP([O-])OCC, [H-], [Na+], [Na+], C1CCOC1. The product is CCOP(=O)(Cc1ccccc1CBr)OCC. RXN SMILES: [Br:11][CH2:12][c:13]1[c:14]([CH2:19][Br:20])[cH:15][cH:16][cH:17][cH:18]1.[CH2:21]([O:22][P:23]([O-:24])[O:25][CH2:26][CH3:27])[CH3:28].[CH2:3]([CH3:4])[O:5][P:6]([O:7][CH2:8][CH3:9])[O-:10].[H-:1].[Na+:29].[Na+:2].[O:30]1[CH2:31][CH2:32][CH2:33][CH2:34]1>>[CH2:3]([CH3:4])[O:5][P:6]([O:7][CH2:8][CH3:9])(=[O:10])[CH2:19][c:14]1[c:13]([CH2:12][Br:11])[cH:18][cH:17][cH:16][cH:15]1. The reactants are CC(C)(C)OC(=O)CC(=O)O, CC(C)N=C=NC(C)C, COc1cc(-n2cnc3cc(-c4ccc(Cl)cc4)sc3c2=O)ccc1OCC(C)(C)O, ClCCl. Product: COc1cc(-n2cnc3cc(-c4ccc(Cl)cc4)sc3c2=O)ccc1OCC(C)(C)OC(=O)CC(=O)OC(C)(C)C. As a reaction SMILES: [C:32]([CH3:33])([CH3:34])([CH3:35])[O:36][C:37]([CH2:38][C:39](=[O:40])[OH:41])=[O:42].[CH:43]([N:44]=[C:45]=[N:46][CH:47]([CH3:48])[CH3:49])([CH3:50])[CH3:51].[Cl:1][c:2]1[cH:3][cH:4][c:5](-[c:8]2[cH:9][c:10]3[n:11][cH:12][n:13](-[c:18]4[cH:19][c:20]([O:30][CH3:31])[c:21]([O:24][CH2:25][C:26]([CH3:27])([CH3:28])[OH:29])[cH:22][cH:23]4)[c:14](=[O:17])[c:15]3[s:16]2)[cH:6][cH:7]1.[Cl:52][CH2:53][Cl:54]>>[Cl:1][c:2]1[cH:3][cH:4][c:5](-[c:8]2[cH:9][c:10]3[n:11][cH:12][n:13](-[c:18]4[cH:19][c:20]([O:30][CH3:31])[c:21]([O:24][CH2:25][C:26]([CH3:27])([CH3:28])[O:29][C:39]([CH2:38][C:37]([O:36][C:32]([CH3:33])([CH3:34])[CH3:35])=[O:42])=[O:40])[cH:22][cH:23]4)[c:14](=[O:17])[c:15]3[s:16]2)[cH:6][cH:7]1.